The task is: describe an organic reaction: reactants, conditions, products, and yield. This data is from the Open Reaction Database (ORD), a public repository of structured organic reaction records. The reactants are B, CC(C)(C)OC(=O)N1CCC(O)C1C(=O)O, C1CCOC1, CSC, CO, [H][H]. Yields the product CC(C)(C)OC(=O)N1CCC(O)C1CO. Reaction SMILES: [BH3:20].[C:1]([CH3:2])([CH3:3])([CH3:4])[O:5][C:6](=[O:7])[N:8]1[CH:9]([C:14](=[O:15])[OH:16])[CH:10]([OH:13])[CH2:11][CH2:12]1.[CH2:25]1[O:26][CH2:27][CH2:28][CH2:29]1.[CH3:17][S:18][CH3:19].[CH3:21][OH:22].[H:23][H:24]>>[C:1]([CH3:2])([CH3:3])([CH3:4])[O:5][C:6](=[O:7])[N:8]1[CH:9]([CH2:14][OH:15])[CH:10]([OH:13])[CH2:11][CH2:12]1. Starting materials: O.COC=1C=C2C(C(C(C2=CC1)=O)=O)=O (5-methoxyindan-1,2,3-trione, monohydrate), Cl.NNC(=O)N (semicarbazide hydrochloride). Yields the product COC=1C=C2C(C(C(C2=CC1)=O)=NNC(=O)N)=O (5-methoxy-2-semicarbazono-indan-1,3-dione). RXN SMILES: O.[CH3:2][O:3][C:4]1[CH:5]=[C:6]2[C:10](=[CH:11][CH:12]=1)[C:9](=[O:13])[C:8](=O)[C:7]2=[O:15].Cl.[NH2:17][NH:18][C:19]([NH2:21])=[O:20]>>[CH3:2][O:3][C:4]1[CH:5]=[C:6]2[C:10](=[CH:11][CH:12]=1)[C:9](=[O:13])[C:8](=[N:17][NH:18][C:19]([NH2:21])=[O:20])[C:7]2=[O:15] |f:0.1,2.3|. Procedure details: 5-methoxyindan-1,2,3-trione, monohydrate, semicarbazide hydrochloride Procedure details: The title compound was prepared from 2-(3-fluoro-phenoxy)-3-(4-hydroxyphenyl)-2-methyl-propionic acid ethyl ester and toluene-4-sulfonic acid 2-(2-cyclohexyl-5-methyloxazol-4-yl)-ethyl ester according to the method of Example 21. Reactants: C(C)OC(C(CC1=CC=C(C=C1)O)(C)OC1=CC(=CC=C1)F)=O (2-(3-fluoro-phenoxy)-3-(4-hydroxyphenyl)-2-methyl-propionic acid ethyl ester), C1(CCCCC1)C=1OC(=C(N1)CCOS(=O)(=O)C1=CC=C(C=C1)C)C (toluene-4-sulfonic acid 2-(2-cyclohexyl-5-methyloxazol-4-yl)-ethyl ester). RXN SMILES: C([O:3][C:4](=[O:23])[C:5]([O:15][C:16]1[CH:21]=[CH:20][CH:19]=[C:18]([F:22])[CH:17]=1)([CH3:14])[CH2:6][C:7]1[CH:12]=[CH:11][C:10]([OH:13])=[CH:9][CH:8]=1)C.[CH:24]1([C:30]2[O:31][C:32]([CH3:48])=[C:33]([CH2:35][CH2:36]OS(C3C=CC(C)=CC=3)(=O)=O)[N:34]=2)[CH2:29][CH2:28][CH2:27][CH2:26][CH2:25]1>>[F:22][C:18]1[CH:17]=[C:16]([CH:21]=[CH:20][CH:19]=1)[O:15][C:5]([CH3:14])([CH2:6][C:7]1[CH:8]=[CH:9][C:10]([O:13][CH2:36][CH2:35][C:33]2[N:34]=[C:30]([CH:24]3[CH2:29][CH2:28][CH2:27][CH2:26][CH2:25]3)[O:31][C:32]=2[CH3:48])=[CH:11][CH:12]=1)[C:4]([OH:3])=[O:23]. Product: FC=1C=C(OC(C(=O)O)(CC2=CC=C(C=C2)OCCC=2N=C(OC2C)C2CCCCC2)C)C=CC1 (2-(3-Fluoro-phenoxy)-2-methyl-3-{4-[2-(5-methyl-2-cyclohexyl-oxazol-4-yl)-ethoxy]-phenyl}-propionic acid). Reported procedure: (2S,3S,E)-tert-Butyl 3-((S)-3-(4-(but-2-ynyloxy)phenyl)-1-methoxy-1-oxopropan-2-ylcarbamoyl)-11-(2-heptyl-1,3-dioxolan-2-yl)-2-hydroxy-2-(2-methoxyethyl)-undec-4-enoate (1.619 g, 2.136 mmol) was dissolved in formic acid (8.0 mL), and water (420 μL) was added. The reaction mixture was stirred at room temperature for 24 hours, and concentrated. After subsequently repeating twice the operation of dissolution in ethyl acetate and concentration, the residue was purified by diol column chromatography ... Yield: 80.0%. Yields the product C(C#CC)OC1=CC=C(C=C1)C[C@@H](C(=O)OC)NC(=O)[C@H]([C@](C(=O)O)(CCOC)O)\C=C\CCCCCCC(CCCCCCC)=O ((2S,3S,E)-3-((S)-3-(4-(but-2-ynyloxy)phenyl)-1-methoxy-1-oxopropan-2-ylcarbamoyl)-2-hydroxy-2-(2-methoxyethyl)-12-oxononadec-4-enoic acid). As a reaction SMILES: [CH2:1]([O:5][C:6]1[CH:11]=[CH:10][C:9]([CH2:12][C@H:13]([NH:18][C:19]([C@@H:21](/[CH:35]=[CH:36]/[CH2:37][CH2:38][CH2:39][CH2:40][CH2:41][CH2:42][C:43]2([CH2:48][CH2:49][CH2:50][CH2:51][CH2:52][CH2:53][CH3:54])OCC[O:44]2)[C@@:22]([OH:34])([CH2:30][CH2:31][O:32][CH3:33])[C:23]([O:25]C(C)(C)C)=[O:24])=[O:20])[C:14]([O:16][CH3:17])=[O:15])=[CH:8][CH:7]=1)[C:2]#[C:3][CH3:4].O>C(O)=O>[CH2:1]([O:5][C:6]1[CH:11]=[CH:10][C:9]([CH2:12][C@H:13]([NH:18][C:19]([C@@H:21](/[CH:35]=[CH:36]/[CH2:37][CH2:38][CH2:39][CH2:40][CH2:41][CH2:42][C:43](=[O:44])[CH2:48][CH2:49][CH2:50][CH2:51][CH2:52][CH2:53][CH3:54])[C@@:22]([OH:34])([CH2:30][CH2:31][O:32][CH3:33])[C:23]([OH:25])=[O:24])=[O:20])[C:14]([O:16][CH3:17])=[O:15])=[CH:8][CH:7]=1)[C:2]#[C:3][CH3:4]. The solvent is C(=O)O (formic acid). Reaction conditions: time 24 hour. Reactants: C(C#CC)OC1=CC=C(C=C1)C[C@@H](C(=O)OC)NC(=O)[C@H]([C@](C(=O)OC(C)(C)C)(CCOC)O)\C=C\CCCCCCC1(OCCO1)CCCCCCC ((2S,3S,E)-tert-Butyl 3-((S)-3-(4-(but-2-ynyloxy)phenyl)-1-methoxy-1-oxopropan-2-ylcarbamoyl)-11-(2-heptyl-1,3-dioxolan-2-yl)-2-hydroxy-2-(2-methoxyethyl)-undec-4-enoate), O (water). The reactants are 1-imidazoyl-(p-chlorophenoxy)3-3-dimethyl 2-butanone, N1C(=NC=C1)C(=O)C(=O)C(=O)C=1NC=CN1 (imidazoyl ketone), O (water), BrC(C(C(C)(C)C)=O)OC1=CC=C(C=C1)Cl (1-bromo-1-(4-chlorophenoxy)-3,3-dimethyl-2-butanone), N1C=NC=C1 (imidazole). Run in C(C)#N (acetonitrile). Product: CC(C)(C)C(=O)C(N1C=CN=C1)OC=2C=CC(=CC2)Cl (Climbazole). As a reaction SMILES: Br[CH:2]([O:9][C:10]1[CH:15]=[CH:14][C:13]([Cl:16])=[CH:12][CH:11]=1)[C:3](=[O:8])[C:4]([CH3:7])([CH3:6])[CH3:5].[NH:17]1[CH:21]=[CH:20][N:19]=[CH:18]1.N1C=CN=C1C(C(C(C1NC=CN=1)=O)=O)=O.O>C(#N)C>[CH3:5][C:4]([C:3]([CH:2]([O:9][C:10]1[CH:15]=[CH:14][C:13]([Cl:16])=[CH:12][CH:11]=1)[N:17]1[CH:18]=[N:19][CH:20]=[CH:21]1)=[O:8])([CH3:7])[CH3:6]. Procedure details: The antigingivitis agent utilized in present invention is 1-imidazoyl-(p-chlorophenoxy)3-3-dimethyl 2-butanone having the structural formula: ##STR2## which is prepared by reacting 1-bromo-1-(4-chlorophenoxy)-3,3-dimethyl-2-butanone with imidazole dissolved in acetonitrile as disclosed in U.S. Pat. Nos. 3,812,142 and 3,903,287, which is made a part of this specification. This imidazoyl ketone is a water insoluble crystalline powder having a melting point of 94.5°-97.8° C. which may be obtained f... Reactants: Cc1cc([N+](=O)[O-])ccc1NC(=O)OCCCCCl, CC(C)(C)[O-], [K+], CN(C)C=O. Reaction SMILES: [CH3:1][c:2]1[c:3]([NH:11][C:12]([O:13][CH2:14][CH2:15][CH2:16][CH2:17][Cl:18])=[O:19])[cH:4][cH:5][c:6]([N+:8](=[O:9])[O-:10])[cH:7]1.[CH3:20][C:21]([CH3:22])([O-:23])[CH3:24].[K+:25].[O:26]=[CH:27][N:28]([CH3:29])[CH3:30]>>[CH3:1][c:2]1[c:3]([N:11]2[C:12](=[O:19])[O:13][CH2:14][CH2:15][CH2:16][CH2:17]2)[cH:4][cH:5][c:6]([N+:8](=[O:9])[O-:10])[cH:7]1. Product: Cc1cc([N+](=O)[O-])ccc1N1CCCCOC1=O.